From a dataset of the Open Reaction Database (ORD), a public repository of structured organic reaction records. describe an organic reaction: reactants, conditions, products, and yield Reactants: CCCCO, CC(C)(C)[O-], CN(C)CCCCl, Cl, [Na+], Oc1ccc(-c2cnc(Nc3ccccc3)s2)cc1. The product is CN(C)CCCOc1ccc(-c2cnc(Nc3ccccc3)s2)cc1. As a reaction SMILES: [CH2:34]([OH:35])[CH2:36][CH2:37][CH3:38].[CH3:28][C:29]([CH3:30])([O-:31])[CH3:32].[Cl:21][CH2:22][CH2:23][CH2:24][N:25]([CH3:26])[CH3:27].[ClH:20].[Na+:33].[c:1]1([NH:7][c:8]2[s:9][c:10](-[c:13]3[cH:14][cH:15][c:16]([OH:19])[cH:17][cH:18]3)[cH:11][n:12]2)[cH:2][cH:3][cH:4][cH:5][cH:6]1>>[c:1]1([NH:7][c:8]2[s:9][c:10](-[c:13]3[cH:14][cH:15][c:16]([O:19][CH2:22][CH2:23][CH2:24][N:25]([CH3:26])[CH3:27])[cH:17][cH:18]3)[cH:11][n:12]2)[cH:2][cH:3][cH:4][cH:5][cH:6]1.